This data is from the Open Reaction Database (ORD), a public repository of structured organic reaction records. The task is: describe an organic reaction: reactants, conditions, products, and yield Reactants: NC1=C(C=C(C=C1)C(CC)(CC)C1=CC(=C(OCC(C(C)(C)C)=O)C=C1)C)C (1-{4-[1-(4-amino-3-methyl-phenyl)-1-ethyl-propyl]-2-methyl-phenoxy}-3,3-dimethyl-butan-2-one), FC(S(=O)(=O)Cl)(F)F (trifluoromethane sulfonyl chloride), Example 17. The product is CC(C(COC1=C(C=C(C=C1)C(CC)(CC)C1=CC(=C(C=C1)NS(=O)(=O)C(F)(F)F)C)C)=O)(C)C (N-(4-{1-[4-(3,3-Dimethyl-2-oxo-butoxy)-3-methyl-phenyl]-1-ethyl-propyl}-2-methyl-phenyl)-trifluoromethanesulfonamide). As a reaction SMILES: [NH2:1][C:2]1[CH:7]=[CH:6][C:5]([C:8]([C:13]2[CH:26]=[CH:25][C:16]([O:17][CH2:18][C:19](=[O:24])[C:20]([CH3:23])([CH3:22])[CH3:21])=[C:15]([CH3:27])[CH:14]=2)([CH2:11][CH3:12])[CH2:9][CH3:10])=[CH:4][C:3]=1[CH3:28].[F:29][C:30]([F:36])([F:35])[S:31](Cl)(=[O:33])=[O:32]>>[CH3:21][C:20]([CH3:22])([CH3:23])[C:19](=[O:24])[CH2:18][O:17][C:16]1[CH:25]=[CH:26][C:13]([C:8]([C:5]2[CH:6]=[CH:7][C:2]([NH:1][S:31]([C:30]([F:36])([F:35])[F:29])(=[O:33])=[O:32])=[C:3]([CH3:28])[CH:4]=2)([CH2:11][CH3:12])[CH2:9][CH3:10])=[CH:14][C:15]=1[CH3:27]. Reported procedure: The title compound is prepared from 1-{4-[1-(4-amino-3-methyl-phenyl)-1-ethyl-propyl]-2-methyl-phenoxy}-3,3-dimethyl-butan-2-one and trifluoromethane sulfonyl chloride using a procedure analogoues to Example 17 (45%). Starting materials: C[C@H]1[C@@H](CCCC1)N1C(=NC2=C1C=CC(=C2)C(=O)O)CC=2SC=CC2 (1-((1R,2R)-2-Methyl-cyclohexyl)-2-thiophen-2-ylmethyl-1H-benzoimidazole-5-carboxylic acid), COC(C1=CC(=C(C=C1)N[C@@H]1[C@H](CCCC1)C)N)=O (3-Amino-4-((1S,2S)-2-methyl-cyclohexylamino)-benzoic acid methyl ester), Cl.C[C@@H]1[C@H](CCCC1)N ((1S,2S)-2-Methyl-cyclohexylamine-hydrochloride). Yields the product C[C@@H]1[C@H](CCCC1)N1C(=NC2=C1C=CC(=C2)C(=O)O)CC=2SC=CC2 (1-((1S,2S)-2-Methyl-cyclohexyl)-2-thiophen-2-ylmethyl-1H-benzoimidazole-5-carboxylic acid). As a reaction SMILES: [CH3:1][C@@H:2]1[CH2:7][CH2:6][CH2:5][CH2:4][C@H:3]1[N:8]1[C:12]2[CH:13]=[CH:14][C:15]([C:17]([OH:19])=[O:18])=[CH:16][C:11]=2[N:10]=[C:9]1[CH2:20][C:21]1[S:22][CH:23]=[CH:24][CH:25]=1.COC(=O)C1C=CC(N[C@H]2CCCC[C@@H]2C)=C(N)C=1.Cl.C[C@H]1CCCC[C@@H]1N>>[CH3:1][C@H:2]1[CH2:7][CH2:6][CH2:5][CH2:4][C@@H:3]1[N:8]1[C:12]2[CH:13]=[CH:14][C:15]([C:17]([OH:19])=[O:18])=[CH:16][C:11]=2[N:10]=[C:9]1[CH2:20][C:21]1[S:22][CH:23]=[CH:24][CH:25]=1 |f:2.3|. Reported procedure: 1-((1S,2S)-2-Methyl-cyclohexyl)-2-thiophen-2-ylmethyl-1H-benzoimidazole-5-carboxylic acid was prepared in analogy to the synthesis of 1-((1R,2R)-2-Methyl-cyclohexyl)-2-thiophen-2-ylmethyl-1H-benzoimidazole-5-carboxylic acid via 3-Amino-4-((1S,2S)-2-methyl-cyclohexylamino)-benzoic acid methyl ester and starting from (1S,2S)-2-Methyl-cyclohexylamine-hydrochloride.